This data is from the Open Reaction Database (ORD), a public repository of structured organic reaction records. The task is: describe an organic reaction: reactants, conditions, products, and yield Reaction SMILES: C(OP([C:9]([O:25][CH3:26])([O:23][CH3:24])[CH2:10][CH2:11][C:12]1[CH:22]=[CH:21][C:15]([C:16]([O:18][CH2:19][CH3:20])=[O:17])=[CH:14][CH:13]=1)(OCC)=O)C.C([N-][CH:31]([CH3:33])[CH3:32])(C)C.[Li+].C[C:36]1(C)[CH:45]=[C:44]([C:46]2S[C:49]([CH3:51])=[CH:48][CH:47]=2)[C:43]2[C:38](=[CH:39][CH:40]=[C:41]([CH:52]=O)[CH:42]=2)S1.[CH2:55]1COC[CH2:56]1>>[CH3:26][O:25][CH:9]([O:23][CH3:24])[CH2:10]/[C:11](/[C:12]1[CH:13]=[CH:14][C:15]([C:16]([O:18][CH2:19][CH3:20])=[O:17])=[CH:21][CH:22]=1)=[CH:52]\[C:41]1[CH:42]=[C:43]2[C:38]([C:31]([CH3:32])([CH3:33])[CH2:36][CH:45]=[C:44]2[C:46]2[CH:47]=[CH:48][C:49]([CH3:51])=[CH:56][CH:55]=2)=[CH:39][CH:40]=1 |f:1.2|. Procedure details: To a cold (-78° C.) solution of ethyl 4-(diethoxyphosphoryl-3,3-dimethoxypropyl)benzoate (Compound D, 500 mg, 1.29 mmol) in THF (2.5 mL) was added fleshly prepared lithium diisopropylamide in THF(1.5 mmol). The mixture was allowed to warm to -5° C. over a period of 1 hour and 40 minutes. The reaction mixture was recooled to -78° C. and 2,2-dimethyl-4(2-methyl-thien-5-yl)-thiochrom-3-en-6-al (Compound U, 180 mg, 0.58 mmol) in THF (2 mL) was added. The reaction mixture was gradually warmed to -10°... Yields the product COC(C/C(=C\C1=CC=C2C(CC=C(C2=C1)C1=CC=C(C=C1)C)(C)C)/C1=CC=C(C(=O)OCC)C=C1)OC (ethyl 4-[1-(2,2-dimethoxyethyl)-2-{1(tol-4-yl)3,4-dihydro-4,4-dimethyl-naphthalen-7-yl}-(E)-ethenyl]-benzoate). Conditions: temperature -5 celsius. Reactants: C(C)OP(=O)(OCC)C(CCC1=CC=C(C(=O)OCC)C=C1)(OC)OC (ethyl 4-(diethoxyphosphoryl-3,3-dimethoxypropyl)benzoate), C(C)OP(=O)(OCC)C(CCC1=CC=C(C(=O)OCC)C=C1)(OC)OC (ethyl 4-(diethoxyphosphoryl-3,3-dimethoxypropyl)benzoate), C(C)(C)[N-]C(C)C.[Li+] (lithium diisopropylamide), C1CCOC1 (THF), C1CCOC1 (THF), CC1(SC2=CC=C(C=C2C(=C1)C1=CC=C(S1)C)C=O)C (2,2-dimethyl-4(2-methyl-thien-5-yl)-thiochrom-3-en-6-al), CC1(SC2=CC=C(C=C2C(=C1)C1=CC=C(S1)C)C=O)C (2,2-dimethyl-4(2-methyl-thien-5-yl)-thiochrom-3-en-6-al), C1CCOC1 (THF). Starting materials: CC(=O)O[BH-](OC(C)=O)OC(C)=O, C1CCOC1, CNC, CC(=O)O, O=Cc1ccc2c(c1)CCN(C(=O)C(F)(F)F)CC2, [Na+], [Na+], O=C([O-])O. Yields the product CN(C)Cc1ccc2c(c1)CCN(C(=O)C(F)(F)F)CC2. As a reaction SMILES: [C:23]([O:24][BH-:25]([O:26][C:27](=[O:28])[CH3:29])[O:30][C:31](=[O:32])[CH3:33])(=[O:34])[CH3:35].[CH2:42]1[O:43][CH2:44][CH2:45][CH2:46]1.[CH3:1][NH:2][CH3:3].[CH3:47][C:48](=[O:49])[OH:50].[F:4][C:5]([C:6](=[O:7])[N:8]1[CH2:9][CH2:10][c:11]2[c:12]([cH:15][cH:16][c:17]([CH:19]=[O:20])[cH:18]2)[CH2:13][CH2:14]1)([F:21])[F:22].[Na+:36].[Na+:41].[O-:37][C:38]([OH:39])=[O:40]>>[CH3:1][N:2]([CH3:3])[CH2:19][c:17]1[cH:16][cH:15][c:12]2[c:11]([cH:18]1)[CH2:10][CH2:9][N:8]([C:6]([C:5]([F:4])([F:21])[F:22])=[O:7])[CH2:14][CH2:13]2.